This data is from the Open Reaction Database (ORD), a public repository of structured organic reaction records. The task is: describe an organic reaction: reactants, conditions, products, and yield Reactants: O=O (oxygen), O.O.O.O.O.[O-][Si](=O)[O-].[Na+].[Na+] (sodium metasilicate pentahydrate), S(O)(O)(=O)=O (sulfuric acid). Run at time 1.5 hour. Yields the product [Si](O)(O)(O)O (silicic acid), S(=O)(=O)([O-])[O-].[Na+].[Na+] (sodium sulfate). Reaction SMILES: O.O.O.O.O.[O-:6][Si:7]([O-:9])=[O:8].[Na+:10].[Na+].[S:12](=[O:16])(=[O:15])([OH:14])[OH:13].O=O>>[Si:7]([OH:13])([OH:9])([OH:6])[OH:8].[S:12]([O-:16])([O-:15])(=[O:14])=[O:13].[Na+:10].[Na+:10] |f:0.1.2.3.4.5.6.7,11.12.13|. Reported procedure: About 150 parts by weight of sodium metasilicate pentahydrate are slowly added to about 75 parts by weight of concentrated sulfuric acid while agitating and keeping the temperature below 100° C. The reaction takes place under ambient pressure; oxygen is evolved and the reaction is complete in 1 to 2 hours, thereby producing a white granular silicic acid compound and sodium sulfate. The mixture is washed with water and filtered to remove the salt and water, thereby recovering the silicic acid com...